This data is from the Open Reaction Database (ORD), a public repository of structured organic reaction records. The task is: describe an organic reaction: reactants, conditions, products, and yield Solvent: CN(C)C=O (DMF). The product is FC=1C=CC(=NC1)N(N)C(=O)[C@H]1N(CCC1)C(C)C ((S)-1-Isopropyl-pyrrolidine-2-carboxylic acid N-(5-fluoro-pyridin-2-yl)-hydrazide). Procedure details: To a solution of (5-fluoro-pyridin-2-yl)-hydrazine (200 mg, 1.57 mmol) in DMF (15.0 mL) was added (S)-1-isopropyl-pyrrolidine-2-carboxylic acid (Chem. Commun. 2006, 14, 1482, which is incorporated herein by reference in its entirety; 247 mg, 1.57 mmol), EDC (332 mg, 1.73 mmol) and HOBt.H2O (20.0 mg, 0.16 mmol). The reaction was stirred overnight then partitioned between EtOAc and water. The aqueous layer was then extracted with EtOAc (3×). The combined organic layers were washed with brine, drie... Conditions: time 8 hour. RXN SMILES: [F:1][C:2]1[CH:3]=[CH:4][C:5]([NH:8][NH2:9])=[N:6][CH:7]=1.[CH:10]([N:13]1[CH2:17][CH2:16][CH2:15][C@H:14]1[C:18](O)=[O:19])([CH3:12])[CH3:11].C(Cl)CCl.C1C=CC2N(O)N=NC=2C=1.O>CN(C=O)C>[F:1][C:2]1[CH:3]=[CH:4][C:5]([N:8]([C:18]([C@@H:14]2[CH2:15][CH2:16][CH2:17][N:13]2[CH:10]([CH3:12])[CH3:11])=[O:19])[NH2:9])=[N:6][CH:7]=1. The reactants are C=1C=CC2=C(C1)N=NN2O (HOBt), O (H2O), FC=1C=CC(=NC1)NN ((5-fluoro-pyridin-2-yl)-hydrazine), C(C)(C)N1[C@@H](CCC1)C(=O)O ((S)-1-isopropyl-pyrrolidine-2-carboxylic acid), C(CCl)Cl (EDC). Yield: 83.0%. Reactants: C1(CCCC1)OC=1C=C(C=CC1OC)C1CC(NN1C)=O (5-[3-(cyclopentyloxy)-4-methoxyphenyl]-1-methyl-3-pyrazolidinone), ClC=1C(C(=C(C(C1Cl)=O)C#N)C#N)=O (2,3-dichloro-5,6-dicyano-1,4-benzoquinone). Solvent: O1CCCC1 (tetrahydrofuran), O1CCCC1 (tetrahydrofuran). The product is C1(CCCC1)OC=1C=C(C=CC1OC)C1=CC(NN1C)=O (5-[3-(cyclopentyloxy)-4-methoxyphenyl]-1,2-dihydro-1-methyl-3H-pyrazol-3-one). Isolated yield 32.7%. As a reaction SMILES: [CH:1]1([O:6][C:7]2[CH:8]=[C:9]([CH:15]3[N:19]([CH3:20])[NH:18][C:17](=[O:21])[CH2:16]3)[CH:10]=[CH:11][C:12]=2[O:13][CH3:14])[CH2:5][CH2:4][CH2:3][CH2:2]1.ClC1C(=O)C(C#N)=C(C#N)C(=O)C=1Cl>O1CCCC1>[CH:1]1([O:6][C:7]2[CH:8]=[C:9]([C:15]3[N:19]([CH3:20])[NH:18][C:17](=[O:21])[CH:16]=3)[CH:10]=[CH:11][C:12]=2[O:13][CH3:14])[CH2:2][CH2:3][CH2:4][CH2:5]1. Procedure details: To a magnetically-stirred solution of 5-[3-(cyclopentyloxy)-4-methoxyphenyl]-1-methyl-3-pyrazolidinone (68.88 mmol, 20.0 g) in dry tetrahydrofuran (300 mL) at 0° C. is added, via cannula, a suspension of 2,3-dichloro-5,6-dicyano-1,4-benzoquinone (DDQ, 68.88 mmol, 15.64 g) in 200 mL dry tetrahydrofuran. The resulting heterogeneous mixture is allowed to warm slowly from 0° C. to room temperature overnight. The solvent is removed in vacuo and the reddish-brown residue is triturated with methylene c... The reactants are C1(=CC=CC=C1)O (phenol), C(C)(=O)[O-].[NH4+] (ammonium acetate), ClC1=NC=CC2=CC=C(C=C12)CN1C([C@H](CC1)NS(=O)(=O)C1=CC2=CC(=CC=C2C=C1)OC)=O (7-methoxy-naphthalene-2-sulfonic acid [1-(1-chloro-isoquinolin-7-ylmethyl)-2-oxopyrrolidin-3-(S)-yl]-amide), C(C)(=O)[O-].[NH4+] (ammonium acetate). Solvent: CCOCC (ether). Reaction conditions: temperature 115 celsius, time 5 minute. The product is Cl.NC1=NC=CC2=CC=C(C=C12)CN1C([C@H](CC1)NS(=O)(=O)C1=CC2=CC(=CC=C2C=C1)OC)=O (7-Methoxynaphthalene-2-sulfonic Acid [1-(1-Aminoisoquinolin-7-yl-methyl)-2-oxopyrrolidin-3-(S)-yl]-amide Hydrochloride). Yield: 53.5%. Reaction SMILES: C1(O)C=CC=CC=1.[Cl:8][C:9]1[C:18]2[C:13](=[CH:14][CH:15]=[C:16]([CH2:19][N:20]3[CH2:24][CH2:23][C@H:22]([NH:25][S:26]([C:29]4[CH:38]=[CH:37][C:36]5[C:31](=[CH:32][C:33]([O:39][CH3:40])=[CH:34][CH:35]=5)[CH:30]=4)(=[O:28])=[O:27])[C:21]3=[O:41])[CH:17]=2)[CH:12]=[CH:11][N:10]=1.C([O-])(=O)C.[NH4+:46]>CCOCC>[ClH:8].[NH2:46][C:9]1[C:18]2[C:13](=[CH:14][CH:15]=[C:16]([CH2:19][N:20]3[CH2:24][CH2:23][C@H:22]([NH:25][S:26]([C:29]4[CH:38]=[CH:37][C:36]5[C:31](=[CH:32][C:33]([O:39][CH3:40])=[CH:34][CH:35]=5)[CH:30]=4)(=[O:28])=[O:27])[C:21]3=[O:41])[CH:17]=2)[CH:12]=[CH:11][N:10]=1 |f:2.3,5.6|. Procedure details: In a round-bottomed flask fitted with a cold finger condenser, phenol (0.569 g, 6 mmol) and 7-methoxy-naphthalene-2-sulfonic acid [1-(1-chloro-isoquinolin-7-ylmethyl)-2-oxopyrrolidin-3-(S)-yl]-amide (0.2 g, 0.4 mmol) is melted at 70° C. The mixture is stirred for 5 minutes, then ammonium acetate (0.462 g, 6 mmol) is added and heated at 115° C. for 2 hours. After this time, additional ammonium acetate (0.462 g, 6 mmol) is added. After 2 hours the reaction mixture is cooled to room temperature the... The reactants are C1CCOC1, CNC, Cl, O=[N+]([O-])c1cccc(CBr)c1. Yields the product CN(C)Cc1cccc([N+](=O)[O-])c1. As a reaction SMILES: [CH2:15]1[O:16][CH2:17][CH2:18][CH2:19]1.[CH3:12][NH:13][CH3:14].[ClH:20].[N+:1](=[O:2])([O-:3])[c:4]1[cH:5][c:6]([CH2:7][Br:8])[cH:9][cH:10][cH:11]1>>[N+:1](=[O:2])([O-:3])[c:4]1[cH:5][c:6]([CH2:7][N:13]([CH3:12])[CH3:14])[cH:9][cH:10][cH:11]1. Starting materials: COc1cc(C=C2SC(SC)=NC2=O)ccc1Oc1ccccc1C(F)(F)F, O=C(O)C1CNC1, CN(C)C=O. The product is COc1cc(C=C2SC(N3CC(C(=O)O)C3)=NC2=O)ccc1Oc1ccccc1C(F)(F)F. Reaction SMILES: [CH3:1][O:2][c:3]1[cH:4][c:5]([CH:6]=[C:7]2[C:8](=[O:14])[N:9]=[C:10]([S:12][CH3:13])[S:11]2)[cH:15][cH:16][c:17]1[O:18][c:19]1[c:20]([C:25]([F:26])([F:27])[F:28])[cH:21][cH:22][cH:23][cH:24]1.[NH:29]1[CH2:30][CH:31]([C:33](=[O:34])[OH:35])[CH2:32]1.[O:36]=[CH:37][N:38]([CH3:39])[CH3:40]>>[CH3:1][O:2][c:3]1[cH:4][c:5]([CH:6]=[C:7]2[C:8](=[O:14])[N:9]=[C:10]([N:29]3[CH2:30][CH:31]([C:33](=[O:34])[OH:35])[CH2:32]3)[S:11]2)[cH:15][cH:16][c:17]1[O:18][c:19]1[c:20]([C:25]([F:26])([F:27])[F:28])[cH:21][cH:22][cH:23][cH:24]1. Reactants: NC1=CC(=NC(=C1C#N)OC(C)C)N (4,6-diamino-2-isopropoxy-nicotinonitrile), COC1=C(C=C(C=C1)OC)CC(=O)Cl (2,5-dimethoxyphenylacetyl chloride), O (water). Solvent: N1=CC=CC=C1 (pyridine), C(Cl)Cl (CH2Cl2), C(Cl)Cl (CH2Cl2). Run at time 10 minute. Product: NC1=CC(=NC(=C1C#N)OC(C)C)NC(CC1=C(C=CC(=C1)OC)OC)=O (N-(4-amino-5-cyano-6-isopropoxypyridin-2-yl)-2-(2,5-dimethoxyphenyl)acetamide). Yield: 46.7%. RXN SMILES: [NH2:1][C:2]1[C:7]([C:8]#[N:9])=[C:6]([O:10][CH:11]([CH3:13])[CH3:12])[N:5]=[C:4]([NH2:14])[CH:3]=1.[CH3:15][O:16][C:17]1[CH:22]=[CH:21][C:20]([O:23][CH3:24])=[CH:19][C:18]=1[CH2:25][C:26](Cl)=[O:27].O>N1C=CC=CC=1.C(Cl)Cl>[NH2:1][C:2]1[C:7]([C:8]#[N:9])=[C:6]([O:10][CH:11]([CH3:12])[CH3:13])[N:5]=[C:4]([NH:14][C:26](=[O:27])[CH2:25][C:18]2[CH:19]=[C:20]([O:23][CH3:24])[CH:21]=[CH:22][C:17]=2[O:16][CH3:15])[CH:3]=1. Procedure details: To a solution of 100 mg (0.520 mmol) of 4,6-diamino-2-isopropoxy-nicotinonitrile in 1 mL of pyridine was added 3 mL of CH2Cl2 followed by a solution of 150 mg (0.699 mmol) of 2,5-dimethoxyphenylacetyl chloride (prepared from (2,5-dimethoxyphenyl)acetic acid and oxalyl chloride in CH2Cl2) in 1 mL of CH2Cl2. The mixture was stirred at ambient temperature for 10 minutes then 1 mL of water was added, and the mixture was concentrated under reduced pressure. The residue was taken up in 20 mL of warm e...